This data is from the Open Reaction Database (ORD), a public repository of structured organic reaction records. The task is: describe an organic reaction: reactants, conditions, products, and yield Starting materials: C(#N)C1=CC=C(C=C1)C(CC(O)C1=CC=C(C=C1)F)N1N=CN=C1 (1-[1-(4cyanophenyl)-3-(4-fluorophenyl)-3-hydroxypropyl]-1,2,4-triazole), S(=O)(=O)(O)[O-].[K+] (potassium hydrogen sulfate). Solvent: CO (Methanol). Product: C(#N)C1=CC=C(C=C1)C(C=CC1=CC=C(C=C1)F)N1N=CN=C1 (1-[1-(4cyanophenyl)-3-(4-fluorophenyl)-2-propenyl]-1,2,4-triazole). Reaction SMILES: [C:1]([C:3]1[CH:8]=[CH:7][C:6]([CH:9]([N:20]2[CH:24]=[N:23][CH:22]=[N:21]2)[CH2:10][CH:11]([C:13]2[CH:18]=[CH:17][C:16]([F:19])=[CH:15][CH:14]=2)O)=[CH:5][CH:4]=1)#[N:2].S([O-])(O)(=O)=O.[K+]>CO>[C:1]([C:3]1[CH:8]=[CH:7][C:6]([CH:9]([N:20]2[CH:24]=[N:23][CH:22]=[N:21]2)[CH:10]=[CH:11][C:13]2[CH:18]=[CH:17][C:16]([F:19])=[CH:15][CH:14]=2)=[CH:5][CH:4]=1)#[N:2] |f:1.2|. Procedure: 1-[1-(4cyanophenyl)-3-(4-fluorophenyl)-3-hydroxypropyl]-1,2,4-triazole (100 mg) is heated with potassium hydrogen sulfate (400 mg) on oil bath at 140° C. for 2 hours. Methanol is added and the inorganic material is filtered off. Methanol is evaporated to give the product as a mixture of cis and trans isomers. Starting materials: CC(C)(Br)C(=O)Br, O=C(NNC1CCCCCCC1)OCc1ccccc1. Yields the product CC(C)(Br)C(=O)N(NC(=O)OCc1ccccc1)C1CCCCCCC1. Reaction SMILES: [Br:21][C:22]([C:23](=[O:24])[Br:25])([CH3:26])[CH3:27].[CH:1]1([NH:9][NH:10][C:11](=[O:12])[O:13][CH2:14][c:15]2[cH:16][cH:17][cH:18][cH:19][cH:20]2)[CH2:2][CH2:3][CH2:4][CH2:5][CH2:6][CH2:7][CH2:8]1>>[CH:1]1([N:9]([NH:10][C:11](=[O:12])[O:13][CH2:14][c:15]2[cH:16][cH:17][cH:18][cH:19][cH:20]2)[C:23]([C:22]([Br:21])([CH3:26])[CH3:27])=[O:24])[CH2:2][CH2:3][CH2:4][CH2:5][CH2:6][CH2:7][CH2:8]1.